describe an organic reaction: reactants, conditions, products, and yield From a dataset of the Open Reaction Database (ORD), a public repository of structured organic reaction records. Starting materials: CCO, Cl, O=c1cc(Nc2ccc(I)cc2F)c([N+](=O)[O-])c2n1CCS2, Cc1c(Nc2ccc(I)cc2F)c(N)c2n(c1=O)CCS2, O, Cl[Sn]Cl. Product: Nc1c(Nc2ccc(I)cc2F)cc(=O)n2c1SCC2. As a reaction SMILES: [CH3:49][CH2:50][OH:51].[ClH:48].[F:22][c:23]1[cH:24][c:25]([I:26])[cH:27][cH:28][c:29]1[NH:30][c:31]1[c:32]([N+:33]([O-:34])=[O:35])[c:36]2[n:40]([c:41](=[O:42])[cH:43]1)[CH2:39][CH2:38][S:37]2.[NH2:1][c:2]1[c:3]2[n:4]([c:5](=[O:18])[c:6]([CH3:17])[c:7]1[NH:8][c:9]1[c:10]([F:16])[cH:11][c:12]([I:15])[cH:13][cH:14]1)[CH2:19][CH2:20][S:21]2.[OH2:47].[Sn:44]([Cl:45])[Cl:46]>>[NH2:1][c:2]1[c:3]2[n:4]([c:5](=[O:18])[cH:6][c:7]1[NH:8][c:9]1[c:10]([F:16])[cH:11][c:12]([I:15])[cH:13][cH:14]1)[CH2:19][CH2:20][S:21]2. The reactants are C(C)OCC (ethyl ether), C(CC)S(=O)(=O)C=1C=C(C=C(C1O)OC)[C@@H]1O[C@H](CC1)C1=CC(=C(C(=C1)OC)OC)OC (trans-2-(3-n-propylsulfonyl-4-hydroxy-5-methoxyphenyl)-5-(3,4,5-trimethoxyphenyl)tetrahydrofuran), BrCCBr (1,2-dibromoethane), C(=O)([O-])[O-].[K+].[K+] (K2CO3). Run in CN(C)C=O (DMF), O (water). Conditions: temperature 80 celsius, time 1 hour. Yields the product C(CC)S(=O)(=O)C=1C=C(C=C(C1OCCBr)OC)[C@@H]1O[C@H](CC1)C1=CC(=C(C(=C1)OC)OC)OC (trans-2-[3-n-Propylsulfonyl-4-(2-bromoethoxy)-5-methoxyphenyl)-5-(3,4,5-trimethoxyphenyl)tetrahydrofuran). RXN SMILES: [CH2:1]([S:4]([C:7]1[CH:8]=[C:9]([C@H:16]2[CH2:20][CH2:19][C@H:18]([C:21]3[CH:26]=[C:25]([O:27][CH3:28])[C:24]([O:29][CH3:30])=[C:23]([O:31][CH3:32])[CH:22]=3)[O:17]2)[CH:10]=[C:11]([O:14][CH3:15])[C:12]=1[OH:13])(=[O:6])=[O:5])[CH2:2][CH3:3].[Br:33][CH2:34][CH2:35]Br.C([O-])([O-])=O.[K+].[K+].C(OCC)C>CN(C=O)C.O>[CH2:1]([S:4]([C:7]1[CH:8]=[C:9]([C@H:16]2[CH2:20][CH2:19][C@H:18]([C:21]3[CH:26]=[C:25]([O:27][CH3:28])[C:24]([O:29][CH3:30])=[C:23]([O:31][CH3:32])[CH:22]=3)[O:17]2)[CH:10]=[C:11]([O:14][CH3:15])[C:12]=1[O:13][CH2:35][CH2:34][Br:33])(=[O:6])=[O:5])[CH2:2][CH3:3] |f:2.3.4|. Reported procedure: A mixture of trans-2-(3-n-propylsulfonyl-4-hydroxy-5-methoxyphenyl)-5-(3,4,5-trimethoxyphenyl)tetrahydrofuran (4.66 g, 10 mmol), 1,2-dibromoethane (1.84 mL, 20.5 mmol) and K2CO3 (4.0 g) in DMF (20 mL) was heated with stirring at 80° C. for 1 h. The reaction mixture was cooled and partioned between ethyl ether and water. The organic layer was separated, dried, and evaporated to a crystalline mass. Recrystallization from ethyl ether-hexane afforded the title compound, mp 135°-136° C. Reactants: COC(C(=CCCl)C)OC (2-methyl-4-chloro-2-buten-1-al dimethylacetal), [OH-].[Na+] (caustic soda), solution, C[O-].[Na+] (sodium methylate), C(CC(=O)C)(=O)OC (methyl acetoacetate). Solvent: CO (methanol). Reaction conditions: time 2 hour. The product is COC(CCC=C(C=O)C)(C)OC (2-methyl-2-hepten-6-on-1-al dimethylacetal). Reaction SMILES: [CH3:1][O-].[Na+].[C:4](OC)(=O)[CH2:5][C:6](C)=[O:7].[CH3:12][O:13][CH:14]([O:20][CH3:21])[C:15](C)=[CH:16][CH2:17]Cl.[OH-].[Na+]>CO>[CH3:21][O:20][C:14]([O:13][CH3:12])([CH3:1])[CH2:15][CH2:16][CH:17]=[C:5]([CH3:4])[CH:6]=[O:7] |f:0.1,4.5|. Procedure details: 180 g (1 mole) of 30% solution of sodium methylate in methanol is added over 15 minutes at 150° to 20°C to 116 g (1 mole) of methyl acetoacetate. The whole is stirred for another hour at 20° to 30° C and then 156 g (0.95 mole) of 2-methyl-4-chloro-2-buten-1-al dimethylacetal is added to the solution at 20°C over 30 minutes. The reaction mixture obtained is stirred for 15 hours at room temperature, then 400 g of 10% caustic soda solution is added and stirring is continued for another 2 hours at 6...